Dataset: the Open Reaction Database (ORD), a public repository of structured organic reaction records. Task: describe an organic reaction: reactants, conditions, products, and yield The reactants are C(CCC)N[C@@H]1CN(CC[C@@H]1NC(=O)C=1NC(=C(N1)Cl)CC)C(=O)OC(C)(C)C (tert-butyl cis(±)-3-(butylamino)-4-{[(4-chloro-5-ethyl-1H-imidazol-2-yl)carbonyl]amino}piperidine-1-carboxylate), BrC=1SC2=C(N1)C=CC=C2C(=O)OCC (ethyl 2-bromo-1,3-benzothiazole-7-carboxylate), Example ( 77d ), C([O-])([O-])=O.[Na+].[Na+] (sodium carbonate). The product is C(CCC)N[C@@H]1CN(CC[C@@H]1NC(=O)C=1NC(=C(N1)Cl)CC)C=1SC2=C(N1)C=CC=C2C(=O)OCC (Ethyl cis(±)-2-[3-(butylamino)-4-{[(4-chloro-5-ethyl-1H-imidazol-2-yl)carbonyl]amino}piperidin-1-yl]-1,3-benzothiazole-7-carboxylate). Isolated yield 65.0%. RXN SMILES: [CH2:1]([NH:5][C@H:6]1[C@@H:11]([NH:12][C:13]([C:15]2[NH:16][C:17]([CH2:21][CH3:22])=[C:18]([Cl:20])[N:19]=2)=[O:14])[CH2:10][CH2:9][N:8]([C:23](OC(C)(C)C)=O)[CH2:7]1)[CH2:2][CH2:3][CH3:4].C(=O)([O-])[O-].[Na+].[Na+].BrC1[S:38][C:39]2[C:45]([C:46]([O:48][CH2:49][CH3:50])=[O:47])=[CH:44][CH:43]=[CH:42][C:40]=2[N:41]=1>>[CH2:1]([NH:5][C@H:6]1[C@@H:11]([NH:12][C:13]([C:15]2[NH:16][C:17]([CH2:21][CH3:22])=[C:18]([Cl:20])[N:19]=2)=[O:14])[CH2:10][CH2:9][N:8]([C:23]2[S:38][C:39]3[C:45]([C:46]([O:48][CH2:49][CH3:50])=[O:47])=[CH:44][CH:43]=[CH:42][C:40]=3[N:41]=2)[CH2:7]1)[CH2:2][CH2:3][CH3:4] |f:1.2.3|. Procedure: The same operation as in Example (1h) was performed using tert-butyl cis(±)-3-(butylamino)-4-{[(4-chloro-5-ethyl-1H-imidazol-2-yl)carbonyl]amino}piperidine-1-carboxylate obtained by the method described in Example (77d) (12.3 mg, 0.029 mmol), sodium carbonate (45 mg, 0.42 mmol) and ethyl 2-bromo-1,3-benzothiazole-7-carboxylate obtained in Example (1f) (10.4 mg, 0.036 mmol), to obtain 10.0 mg of the title compound (65%). The reactants are C(C1=CC=CC=C1)N1C=CC2=C1N=CN=C2OC2=C(C=C(C=C2)NC(=S)NC(CC2=CC=CC=C2)=O)F (1-(4-(7-Benzyl-7H-pyrrolo[2,3-d]pyrimidin-4-yloxy)-3-fluorophenyl)-3-(2-phenylacetyl)thiourea), FC=1C=C(C=CC1OC1=C2C(=NC=C1)C=CS2)NC(=S)NC(CC2=CC=CC=C2)=O (N-(3-Fluoro-4-(thieno[3,2-b]pyridin-7-yloxy)phenylcarbamothioyl)-2-phenylacetamide), ClC1=C(C(=CC=C1)Cl)CC(=O)N=C=S (2-(2,6-dichlorophenyl)acetyl isothiocyanate). Product: ClC1=C(C(=CC=C1)Cl)CC(=O)NC(NC1=CC(=C(C=C1)OC1=C2C(=NC=C1)C=CS2)F)=S (2-(2,6-Dichlorophenyl)-N-(3-fluoro-4-(thieno[3,2-b]pyridin-7-yloxy)phenylcarbamothioyl)acetamide). Yield: 7.0%. As a reaction SMILES: C(N1C2N=CN=C(OC3C=CC(NC(NC(=O)CC4C=CC=CC=4)=S)=CC=3F)C=2C=C1)C1C=CC=CC=1.[F:38][C:39]1[CH:40]=[C:41]([NH:55]C(NC(=O)CC2C=CC=CC=2)=S)[CH:42]=[CH:43][C:44]=1[O:45][C:46]1[CH:51]=[CH:50][N:49]=[C:48]2[CH:52]=[CH:53][S:54][C:47]=12.[Cl:68][C:69]1[CH:74]=[CH:73][CH:72]=[C:71]([Cl:75])[C:70]=1[CH2:76][C:77]([N:79]=[C:80]=[S:81])=[O:78]>>[Cl:68][C:69]1[CH:74]=[CH:73][CH:72]=[C:71]([Cl:75])[C:70]=1[CH2:76][C:77]([NH:79][C:80](=[S:81])[NH:55][C:41]1[CH:42]=[CH:43][C:44]([O:45][C:46]2[CH:51]=[CH:50][N:49]=[C:48]3[CH:52]=[CH:53][S:54][C:47]=23)=[C:39]([F:38])[CH:40]=1)=[O:78]. Procedure: Starting from the amine 169 (scheme 33), following the procedures described above for the synthesis of compound 170a (example 133) but replacing 2-phenylacetyl isothiocyanate with 2-(2,6-dichlorophenyl)acetyl isothiocyanate, title compound 192a was obtained in 7% yield. Characterization of 192a is provided in table 18. Starting materials: polyvinylpyrrolidone, C(C1=CC=CC=C1)OC(C(N1C(C(C1=O)(Br)Br)S(=O)(N)C1=NOC(=C1)C)=C(C)C)=O (3,3-dibromo-alpha-(1-methylethylidene)-2-[(5-methyl-isoxazole-3-yl)-aminosulfinyl]-4-oxo-1-azetidine acetic acid benzyl ester), [Br-] (bromide), BrBr (bromine). Solvent: C(Cl)(Cl)Cl (chloroform). Run at time 12 hour. Yields the product C(C1=CC=CC=C1)OC(C(N1C(C(C1=O)(Br)Br)Br)=C(C)C)=O (2,3,3-tribromo-alpha-(1-methylethylidene)-4-oxo-1-azetidine acetic acid benzyl ester). The yield is 47.6%. Reaction SMILES: [CH2:1]([O:8][C:9](=[O:30])[C:10](=[C:27]([CH3:29])[CH3:28])[N:11]1[C:14](=[O:15])[C:13]([Br:17])([Br:16])[CH:12]1S(C1C=C(C)ON=1)(N)=O)[C:2]1[CH:7]=[CH:6][CH:5]=[CH:4][CH:3]=1.[Br:31]Br.[Br-]>C(Cl)(Cl)Cl>[CH2:1]([O:8][C:9](=[O:30])[C:10](=[C:27]([CH3:29])[CH3:28])[N:11]1[C:14](=[O:15])[C:13]([Br:17])([Br:16])[CH:12]1[Br:31])[C:2]1[CH:7]=[CH:6][CH:5]=[CH:4][CH:3]=1. Procedure: 3,3-dibromo-alpha-(1-methylethylidene)-2-[(5-methyl-isoxazole-3-yl)-aminosulfinyl]-4-oxo-1-azetidine acetic acid benzyl ester (5.61 g; 0.01 mole) was dissolved in chloroform (120 mL), bromine on a polymer carrier (12.5 g; the content of bromide bound to the polymer matrix with polyvinylpyrrolidone was 26%, 0.02 mole) (prepared according to J. Johar, M. Zupan and B. Sket, J. Chem. Soc. Perkin Trans. I, 2059, (1982)) was added and it was stirred for 12 hours at room temperature. The polymer was su... The reactants are C(C)(C)(C)OC(=O)N1CC(C2=CC=C(C=C12)Cl)(C)C (6-chloro-3,3-dimethyl-2,3-dihydro-indole-1-carboxylic acid tert-butyl ester), [Cl-].C[Zn+] (methylzinc chloride). Yields the product C(C)(C)(C)OC(=O)N1CC(C2=CC=C(C=C12)C)(C)C (3,3,6-Trimethyl-2,3-dihydro-indole-1-carboxylic acid tert-butyl ester). As a reaction SMILES: [C:1]([O:5][C:6]([N:8]1[C:16]2[C:11](=[CH:12][CH:13]=[C:14](Cl)[CH:15]=2)[C:10]([CH3:19])([CH3:18])[CH2:9]1)=[O:7])([CH3:4])([CH3:3])[CH3:2].[Cl-].[CH3:21][Zn+]>>[C:1]([O:5][C:6]([N:8]1[C:16]2[C:11](=[CH:12][CH:13]=[C:14]([CH3:21])[CH:15]=2)[C:10]([CH3:19])([CH3:18])[CH2:9]1)=[O:7])([CH3:4])([CH3:3])[CH3:2] |f:1.2|. Procedure: The title compound was prepared from 6-chloro-3,3-dimethyl-2,3-dihydro-indole-1-carboxylic acid tert-butyl ester and methylzinc chloride following similar methods to those described in Preparation 117, MS: [M+H]+=206 (-tBu). Starting materials: CO, Clc1nnc(Cc2ccncn2)c2ccccc12, ClCCl, Cl, Nc1ccc(Cl)cc1, [Na+], O=C([O-])O. Yields the product Clc1ccc(Nc2nnc(Cc3ccncn3)c3ccccc23)cc1. RXN SMILES: [CH3:36][OH:37].[Cl:2][c:3]1[n:4][n:5][c:6]([CH2:13][c:14]2[n:15][cH:16][n:17][cH:18][cH:19]2)[c:7]2[cH:8][cH:9][cH:10][cH:11][c:12]12.[Cl:33][CH2:34][Cl:35].[ClH:1].[NH2:20][c:21]1[cH:22][cH:23][c:24]([Cl:25])[cH:26][cH:27]1.[Na+:32].[O-:28][C:29]([OH:30])=[O:31]>>[c:3]1([NH:20][c:21]2[cH:22][cH:23][c:24]([Cl:25])[cH:26][cH:27]2)[n:4][n:5][c:6]([CH2:13][c:14]2[n:15][cH:16][n:17][cH:18][cH:19]2)[c:7]2[cH:8][cH:9][cH:10][cH:11][c:12]12.